From a dataset of the Open Reaction Database (ORD), a public repository of structured organic reaction records. describe an organic reaction: reactants, conditions, products, and yield As a reaction SMILES: [Br:1][C:2]1[S:3][C:4]([NH:32][C:33](=[O:39])[O:34][C:35]([CH3:38])([CH3:37])[CH3:36])=[C:5]([C:7](=[O:31])[NH:8][C:9]2[CH:10]=[N:11][N:12]([CH3:30])[C:13]=2[C:14]23[O:21][CH:18]([CH2:19]C2)[CH:17]([NH:22][C:23]([O:25][C:26]([CH3:29])([CH3:28])[CH3:27])=[O:24])[CH2:16][CH2:15]3)[N:6]=1.[F:40][C@@H]1[C@H](NC(=O)OC(C)(C)C)CC[C@@H](C2N(C)N=CC=2[N+]([O-])=O)OC1>>[Br:1][C:2]1[S:3][C:4]([NH:32][C:33](=[O:39])[O:34][C:35]([CH3:37])([CH3:38])[CH3:36])=[C:5]([C:7](=[O:31])[NH:8][C:9]2[CH:10]=[N:11][N:12]([CH3:30])[C:13]=2[C@@H:14]2[CH2:15][CH2:16][C@@H:17]([NH:22][C:23]([O:25][C:26]([CH3:29])([CH3:27])[CH3:28])=[O:24])[C@@H:18]([F:40])[CH2:19][O:21]2)[N:6]=1. The reactants are BrC=1SC(=C(N1)C(NC=1C=NN(C1C12CCC(C(CC1)O2)NC(=O)OC(C)(C)C)C)=O)NC(OC(C)(C)C)=O (tert-Butyl N-[2-bromo-4-[[5-[2-(tert-butoxycarbonylamino)-8-oxabicyclo[3.2.1]octan-5-yl]-1-methyl-pyrazol-4-yl]carbamoyl]thiazol-5-yl]carbamate), F[C@H]1CO[C@@H](CC[C@H]1NC(OC(C)(C)C)=O)C1=C(C=NN1C)[N+](=O)[O-] (tert-butyl ((3R,4R,7S)-3-fluoro-7-(1-methyl-4-nitro-1H-pyrazol-5-yl)oxepan-4-yl)carbamate), F[C@H]1CO[C@@H](CC[C@H]1NC(OC(C)(C)C)=O)C1=C(C=NN1C)[N+](=O)[O-] (tert-butyl ((3R,4R,7S)-3-fluoro-7-(1-methyl-4-nitro-1H-pyrazol-5-yl)oxepan-4-yl)carbamate). Procedure: Following the procedure for Intermediate 65 starting from tert-butyl ((3R,4R,7S)-3-fluoro-7-(1-methyl-4-nitro-1H-pyrazol-5-yl)oxepan-4-yl)carbamate (Intermediate 24) gave tert-butyl N-[2-bromo-4-[[5-[(2S,5R,6R)-5-(tert-butoxycarbonylamino)-6-fluoro-oxepan-2-yl]-1-methyl-pyrazol-4-yl]carbamoyl]thiazol-5-yl]carbamate as a solid (350 mg, 73% over two steps). 1H NMR (400 MHz, CDCl3) δ 10.34 (s, 1H), 9.31 (s, 1H), 7.98 (s, 1H), 5.15-4.98 (m, 1H), 4.93 (d, J=9.0 Hz, 1H), 4.77 (d, J=8.7 Hz, 1H), 4.39-3... Yields the product BrC=1SC(=C(N1)C(NC=1C=NN(C1[C@H]1OC[C@@H]([C@@H](CC1)NC(=O)OC(C)(C)C)F)C)=O)NC(OC(C)(C)C)=O (tert-butyl N-[2-bromo-4-[[5-[(2S,5R,6R)-5-(tert-butoxycarbonylamino)-6-fluoro-oxepan-2-yl]-1-methyl-pyrazol-4-yl]carbamoyl]thiazol-5-yl]carbamate). Reactants: C(C)(C)N1C(N(C2=C1C=CC=C2)C(=O)NCC2CCN(CC2)C2(CCCCC2)C(=O)OC(C)(C)C)=O (tert-butyl 1-[4-({[(3-isopropyl-2-oxo-2,3-dihydro-1H-benzimidazol-1-yl)carbonyl]amino}methyl)piperidin-1-yl]cyclohexanecarboxylate), FC(C(=O)O)(F)F (trifluoroacetic acid), ClCCl (dichloromethane). Conditions: time 12 hour. The product is Cl.C(C)(C)N1C(N(C2=C1C=CC=C2)C(=O)NCC2CCN(CC2)C2(CCCCC2)C(=O)O)=O (1-[4-({[(3-isopropyl-2-oxo-2,3-dihydro-1H-benzimidazol-1-yl)carbonyl]amino}methyl)piperidin-1-yl]cyclohexanecarboxylic acid hydrochloride). RXN SMILES: [CH:1]([N:4]1[C:8]2[CH:9]=[CH:10][CH:11]=[CH:12][C:7]=2[N:6]([C:13]([NH:15][CH2:16][CH:17]2[CH2:22][CH2:21][N:20]([C:23]3([C:29]([O:31]C(C)(C)C)=[O:30])[CH2:28][CH2:27][CH2:26][CH2:25][CH2:24]3)[CH2:19][CH2:18]2)=[O:14])[C:5]1=[O:36])([CH3:3])[CH3:2].FC(F)(F)C(O)=O.[Cl:44]CCl>>[ClH:44].[CH:1]([N:4]1[C:8]2[CH:9]=[CH:10][CH:11]=[CH:12][C:7]=2[N:6]([C:13]([NH:15][CH2:16][CH:17]2[CH2:18][CH2:19][N:20]([C:23]3([C:29]([OH:31])=[O:30])[CH2:28][CH2:27][CH2:26][CH2:25][CH2:24]3)[CH2:21][CH2:22]2)=[O:14])[C:5]1=[O:36])([CH3:3])[CH3:2] |f:3.4|. Procedure details: To a stirred solution of tert-butyl 1-[4-({[(3-isopropyl-2-oxo-2,3-dihydro-1H-benzimidazol-1-yl)carbonyl]amino}methyl)piperidin-1-yl]cyclohexanecarboxylate (400 mg, 0.802 mmol) in dichloromethane (5 mL) was added trifluoroacetic acid (5 mL, 65.2 mmol) at room temperature. After 12 h, the volatile components were removed under reduced pressure. To the residue was added 4N HCl in dioxane (5.0 mL) was added and stirred for 10 min. Then, the volatile was removed under reduced pressure. Starting materials: ClC=1C(=NC=CC1)C1=CC=C(C=C1)C1=NC2=C(N1)C=C(C=C2)C(F)(F)F (2-[4-(3-chloropyridin-2-yl)phenyl]-6-trifluoromethyl-1H-benzoimidazole), Cl (hydrochloric acid). Solvent: C(C)OCC (diethylether). Run at time 30 minute. Product: [Cl-].ClC=1C(=NC=CC1)C1=CC=C(C=C1)C1=NC2=C(N1)C=C(C=C2)C(F)(F)F (2-[4-(3-chloropyridin-2-yl)phenyl]-6-trifluoromethyl-1H-benzoimidazole chloride). The yield is 187.1%. RXN SMILES: [Cl:1][C:2]1[C:3]([C:8]2[CH:13]=[CH:12][C:11]([C:14]3[NH:18][C:17]4[CH:19]=[C:20]([C:23]([F:26])([F:25])[F:24])[CH:21]=[CH:22][C:16]=4[N:15]=3)=[CH:10][CH:9]=2)=[N:4][CH:5]=[CH:6][CH:7]=1.Cl>C(OCC)C>[Cl-:1].[Cl:1][C:2]1[C:3]([C:8]2[CH:13]=[CH:12][C:11]([C:14]3[NH:18][C:17]4[CH:19]=[C:20]([C:23]([F:26])([F:24])[F:25])[CH:21]=[CH:22][C:16]=4[N:15]=3)=[CH:10][CH:9]=2)=[N:4][CH:5]=[CH:6][CH:7]=1 |f:3.4|. Reported procedure: 500 mg (1.34 mmol) of 2-[4-(3-chloropyridin-2-yl)phenyl]-6-trifluoromethyl-1H-benzoimidazole was dissolved in 10 mL of diethylether, followed by stirring for 30 min at a subzero temperature. After saturation with gaseous hydrochloric acid, the solution was stirred for an additional one hour at a subzero temperature. A white precipitate thus obtained was filtered and dried for 24 hours in a vacuum condition to give 513 mg of 2-[4-(3-chloropyridin-2-yl)phenyl]-6-trifluoromethyl-1H-benzoimidazole c... The reactants are S(O)(O)(=O)=O (sulfuric acid), O=C[C@H](O)[C@H](O)[C@H](O)CO (D-Ribose), C([O-])([O-])=O.[Na+].[Na+] (sodium carbonate). Solvent: CO (methanol). Run at temperature 0 celsius, time 48 hour. Yields the product O([C@H]1[C@H](O)[C@H](O)[C@H](O1)CO)C (methyl β-D-ribofuranoside). Reaction SMILES: [O:1]=[CH:2][C@@H:3]([C@@H:5]([C@@H:7]([CH2:9][OH:10])[OH:8])[OH:6])[OH:4].S(=O)(=O)(O)O.[C:16](=O)([O-])[O-].[Na+].[Na+]>CO>[O:1]([CH3:16])[C@@H:2]1[O:8][C@H:7]([CH2:9][OH:10])[C@@H:5]([OH:6])[C@H:3]1[OH:4] |f:2.3.4|. Procedure: 5 g of D-Ribose was dissolved in 100 mL of methanol and cooled to 0° C. 0.5 mL of concentrated sulfuric acid was added and the solution was stored at −20° C. for 48 hrs. Solution was neutralized by passage through a bed of sodium carbonate and evaporated under vacuum to a viscous oil. Crude material was purified on a silica column eluting with 10% methanol in ethyl acetate to yield 2.1 grams of methyl β-D-ribofuranoside. Reactants: OC1Cc2ccccc2C1, ClC(Cl)Cl, BrP(Br)Br, c1ccncc1. Yields the product BrC1Cc2ccccc2C1. Reaction SMILES: [CH2:1]1[CH:2]([OH:10])[CH2:3][c:4]2[cH:5][cH:6][cH:7][cH:8][c:9]21.[CH:21]([Cl:22])([Cl:23])[Cl:24].[P:17]([Br:18])([Br:19])[Br:20].[cH:11]1[cH:12][cH:13][n:14][cH:15][cH:16]1>>[CH2:1]1[CH:2]([Br:18])[CH2:3][c:4]2[cH:5][cH:6][cH:7][cH:8][c:9]21. Starting materials: BrC1=C(C=CC=C1)C(CCCCN1CCC(CC1)C=1C=C(C=CC1)NC(C(C)C)=O)=O (N-(3-{1-[5-(2-bromophenyl)-5-oxopentyl]-4-piperidinyl}phenyl)-2-methylpropanamide), Cl.CC1=CC=C(C=C1)NN (4-methylphenylhydrazine hydrochloride). Yields the product BrC1=C(C=CC=C1)C=1NC2=CC=C(C=C2C1CCCN1CCC(CC1)C=1C=C(C=CC1)NC(C(C)C)=O)C (N-[3-(1-{3-[2-(2-BROMOPHENYL)-5-METHYL-1H-INDOL-3-YL]PROPYL}-4-PIPERIDINYL)PHENYL]-2-METHYLPROPANAMIDE). Reaction SMILES: [Br:1][C:2]1[CH:7]=[CH:6][CH:5]=[CH:4][C:3]=1[C:8](=O)[CH2:9][CH2:10][CH2:11][CH2:12][N:13]1[CH2:18][CH2:17][CH:16]([C:19]2[CH:20]=[C:21]([NH:25][C:26](=[O:30])[CH:27]([CH3:29])[CH3:28])[CH:22]=[CH:23][CH:24]=2)[CH2:15][CH2:14]1.Cl.[CH3:33][C:34]1[CH:39]=[CH:38][C:37]([NH:40]N)=[CH:36][CH:35]=1>>[Br:1][C:2]1[CH:7]=[CH:6][CH:5]=[CH:4][C:3]=1[C:8]1[NH:40][C:37]2[C:38]([C:9]=1[CH2:10][CH2:11][CH2:12][N:13]1[CH2:18][CH2:17][CH:16]([C:19]3[CH:20]=[C:21]([NH:25][C:26](=[O:30])[CH:27]([CH3:29])[CH3:28])[CH:22]=[CH:23][CH:24]=3)[CH2:15][CH2:14]1)=[CH:39][C:34]([CH3:33])=[CH:35][CH:36]=2 |f:1.2|. Reported procedure: Prepared by Procedure E and Scheme M using N-(3-{1-[5-(2-bromophenyl)-5-oxopentyl]-4-piperidinyl}phenyl)-2-methylpropanamide and 4-methylphenylhydrazine hydrochloride: ESMS m/e: 572.0 (M+H)+.